The task is: describe an organic reaction: reactants, conditions, products, and yield. This data is from the Open Reaction Database (ORD), a public repository of structured organic reaction records. Reactants: C(C)(=O)N1CC(CC(C1)C1=CC=C(C=C1)CC(F)F)C(=O)O (1-Acetyl-5-[4-(2,2-difluoroethyl)phenyl]piperidine-3-carboxylic acid), ON=C(CCOC)N (N′-hydroxy-3-methoxypropanimidamide). The product is FC(CC1=CC=C(C=C1)C1CN(CC(C1)C1=NC(=NO1)CCOC)C(C)=O)F (1-{3-[4-(2,2-Difluoroethyl)phenyl]-5-[3-(2-methoxyethyl)-1,2,4-oxadiazol-5-yl]piperidin-1-yl}-ethanone). As a reaction SMILES: [C:1]([N:4]1[CH2:9][CH:8]([C:10]2[CH:15]=[CH:14][C:13]([CH2:16][CH:17]([F:19])[F:18])=[CH:12][CH:11]=2)[CH2:7][CH:6]([C:20](O)=[O:21])[CH2:5]1)(=[O:3])[CH3:2].O[N:24]=[C:25]([NH2:30])[CH2:26][CH2:27][O:28][CH3:29]>>[F:18][CH:17]([F:19])[CH2:16][C:13]1[CH:12]=[CH:11][C:10]([CH:8]2[CH2:7][CH:6]([C:20]3[O:21][N:30]=[C:25]([CH2:26][CH2:27][O:28][CH3:29])[N:24]=3)[CH2:5][N:4]([C:1](=[O:3])[CH3:2])[CH2:9]2)=[CH:15][CH:14]=1. Procedure details: According to General Method 6A, 153 mg (0.270 mmol, purity 50%) of the compound from Example 59A and 41.3 mg (0.297 mmol, purity 85%) of N′-hydroxy-3-methoxypropanimidamide were reacted Yield: 46.6 mg (32% of theory, purity 72%) Starting materials: Oc1cc(Cl)c(Cl)cc1Cl, O=S(=O)(Cl)Cl. Product: Oc1c(Cl)cc(Cl)c(Cl)c1Cl. RXN SMILES: [OH:6][c:7]1[cH:8][c:9]([Cl:10])[c:11]([Cl:12])[cH:13][c:14]1[Cl:15].[S:1]([Cl:2])(=[O:3])([Cl:4])=[O:5]>>[Cl:4][c:8]1[c:7]([OH:6])[c:14]([Cl:15])[cH:13][c:11]([Cl:12])[c:9]1[Cl:10]. Reactants: C(C1=CC=CC=C1)OC1=CC=C2C3=C1O[C@@H]1[C@]34CCN([C@@H]([C@@]43C[C@H]4[C@]1(OCO[C@]4(C)C(C)(C)C)CC3)C2)CC2CC2 ((4bS,8R,8aS,9aR,10S,13aR,13bR)-1-benzyloxy-10-tert-butyl-7-cyclopropylmethyl-5,6,7,8,9,9a,10,13b-octahydro-10-methyl-8a,13a-ethano-4,8-methanobenzofuro[3,2-e][1,3]dioxino[4,5-g]isoquinoline), CI (methyl iodide). Yields the product C(C)(C)(C)[C@]1(OCO[C@@]23[C@H]4[C@@]56CCN([C@@H]([C@]5(C[C@@H]21)CC3)CC3=CC=C(C(=C36)O4)OC)CC4CC4)C ((4bS,8R,8aS,9aR,10S,13aR,13bR)-10-tert-butyl-7-cyclopropylmethyl-5,6,7,8,9,9a,10,13b-octahydro-1-methoxy-10-methyl-8a,13a-ethano-4,8-methanobenzofuro[3,2-e][1,3]dioxino[4,5-g]isoquinoline). The yield is 49.4%. As a reaction SMILES: [CH2:1]([O:8][C:9]1[C:14]2[O:15][C@H:16]3[C@@:25]45[CH2:35][CH2:36][C@:22]6([CH2:23][C@@H:24]4[C@:29]([C:31]([CH3:34])([CH3:33])[CH3:32])([CH3:30])[O:28][CH2:27][O:26]5)[C@@:17]43[CH2:18][CH2:19][N:20]([CH2:38][CH:39]3[CH2:41][CH2:40]3)[C@@H:21]6[CH2:37][C:12]([C:13]=24)=[CH:11][CH:10]=1)C1C=CC=CC=1.CI>>[C:31]([C@:29]1([CH3:30])[C@@H:24]2[C@@:25]3([CH2:35][CH2:36][C@:22]4([CH2:23]2)[C@@:17]25[C:13]6[C:12](=[CH:11][CH:10]=[C:9]([O:8][CH3:1])[C:14]=6[O:15][C@@H:16]32)[CH2:37][C@H:21]4[N:20]([CH2:38][CH:39]2[CH2:40][CH2:41]2)[CH2:19][CH2:18]5)[O:26][CH2:27][O:28]1)([CH3:34])([CH3:32])[CH3:33]. Procedure details: The title compound 8 was synthesized similar to the procedure described in Example 5 for compound 7 using methyl iodide instead of benzyl bromide. After column chromatography, 418 mg (49.4% yield) of compound 8 was isolated in a purity of 98.8% as an white solid. Starting materials: Cl (hydrochloric acid), COC=1C=C(C=C(C1OC)OC)C1=CC=C(C(=O)N2CCC(CC2)CN(CC2CCN(CC2)C(C2=CC=C(C=C2)C2=CC(=C(C(=C2)OC)OC)OC)=O)C)C=C1 (N,N-bis[[1-[4-(3,4,5-trimethoxyphenyl)benzoyl]-4-piperidinyl]methyl]methylamine). Solvent: C(C)O (ethanol). The product is Cl.COC=1C=C(C=C(C1OC)OC)C1=CC=C(C(=O)N2CCC(CC2)CN(CC2CCN(CC2)C(C2=CC=C(C=C2)C2=CC(=C(C(=C2)OC)OC)OC)=O)C)C=C1 (N,N-bis[[1-[4-(3,4,5-trimethoxyphenyl)benzoyl]-4-piperidinyl]methyl]methylamine hydrochloride). RXN SMILES: [ClH:1].[CH3:2][O:3][C:4]1[CH:5]=[C:6]([C:14]2[CH:57]=[CH:56][C:17]([C:18]([N:20]3[CH2:25][CH2:24][CH:23]([CH2:26][N:27]([CH3:55])[CH2:28][CH:29]4[CH2:34][CH2:33][N:32]([C:35](=[O:54])[C:36]5[CH:41]=[CH:40][C:39]([C:42]6[CH:47]=[C:46]([O:48][CH3:49])[C:45]([O:50][CH3:51])=[C:44]([O:52][CH3:53])[CH:43]=6)=[CH:38][CH:37]=5)[CH2:31][CH2:30]4)[CH2:22][CH2:21]3)=[O:19])=[CH:16][CH:15]=2)[CH:7]=[C:8]([O:12][CH3:13])[C:9]=1[O:10][CH3:11]>C(O)C>[ClH:1].[CH3:53][O:52][C:44]1[CH:43]=[C:42]([C:39]2[CH:38]=[CH:37][C:36]([C:35]([N:32]3[CH2:31][CH2:30][CH:29]([CH2:28][N:27]([CH3:55])[CH2:26][CH:23]4[CH2:22][CH2:21][N:20]([C:18](=[O:19])[C:17]5[CH:16]=[CH:15][C:14]([C:6]6[CH:5]=[C:4]([O:3][CH3:2])[C:9]([O:10][CH3:11])=[C:8]([O:12][CH3:13])[CH:7]=6)=[CH:57][CH:56]=5)[CH2:25][CH2:24]4)[CH2:34][CH2:33]3)=[O:54])=[CH:41][CH:40]=2)[CH:47]=[C:46]([O:48][CH3:49])[C:45]=1[O:50][CH3:51] |f:3.4|. Procedure: Concentrated hydrochloric acid (0.045 ml; 0.54 mmol) was added to a solution of N,N-bis[[1-[4-(3,4,5-trimethoxyphenyl)benzoyl]-4-piperidinyl]methyl]methylamine (142 mg; 0.18 mmol) in ethanol (5 ml) and the reaction mixture was concentrated under reduced pressure. A process of adding ethanol (10 ml) to the residue and concentrating the mixture under reduced pressure was performed twice to obtain the title compound as a colorless amorphous powder. The reactants are COC(C(=O)OC(C)(C)C)(C(Br)Br)NC(C)=O (tert-butyl 2-methoxy-2-acetamido-3,3-dibromopropionate), Br (hydrogen bromide). The solvent is CO (methanol). Reaction conditions: temperature 60 celsius, time 70 minute. Product: COC(C(=O)O)(C(Br)Br)NC(C)=O (2-methoxy-2-acetamido-3,3-dibromopropionic acid). As a reaction SMILES: [CH3:1][O:2][C:3]([NH:14][C:15](=[O:17])[CH3:16])([CH:11]([Br:13])[Br:12])[C:4]([O:6]C(C)(C)C)=[O:5].Br>CO>[CH3:1][O:2][C:3]([NH:14][C:15](=[O:17])[CH3:16])([CH:11]([Br:13])[Br:12])[C:4]([OH:6])=[O:5]. Reported procedure: 300 mg. of tert-butyl 2-methoxy-2-acetamido-3,3-dibromopropionate was added to 5 ml. of methanol saturated with hydrogen bromide. The mixture was stirred for 70 minutes at 60° C. and then evaporated to dryness under reduced pressure. The residue was treated with benzene to give crystalline 2-methoxy-2-acetamido-3,3-dibromopropionic acid having a m.p. of 143°-144° C. Reactants: ice water, BrC1C=CCCC1 (3-Bromocyclohexene), C([O-])(O)=O.[Na+] (sodium bicarbonate), O=C1[C@@H](CNC2=C(N1)C=CC=C2)NC(=O)OC(C)(C)C ((R)-(+)-2-oxo-3-tert-butoxycarbonylamino-1,3,4,5-tetrahydro-2H-1,5-benzodiazepine). Run in CN(C=O)C (N,N-dimethylformamide). Reaction conditions: temperature 50 celsius, time 1 hour. The product is O=C1[C@@H](CN(C2=C(N1)C=CC=C2)C2C=CCCC2)NC(=O)OC(C)(C)C ((3R)-(−)-2-oxo-3-tert-butoxycarbonylamino-5-(2-cyclohexen-1-yl)-1,3,4,5-tetrahydro-2H-1,5-benzodiazepine). Yield: 100.0%. As a reaction SMILES: Br[CH:2]1[CH2:7][CH2:6][CH2:5][CH:4]=[CH:3]1.C(=O)(O)[O-].[Na+].[O:13]=[C:14]1[NH:20][C:19]2[CH:21]=[CH:22][CH:23]=[CH:24][C:18]=2[NH:17][CH2:16][C@H:15]1[NH:25][C:26]([O:28][C:29]([CH3:32])([CH3:31])[CH3:30])=[O:27]>CN(C)C=O>[O:13]=[C:14]1[NH:20][C:3]2[CH:4]=[CH:5][CH:6]=[CH:7][C:2]=2[N:17]([CH:18]2[CH2:24][CH2:23][CH2:22][CH:21]=[CH:19]2)[CH2:16][C@H:15]1[NH:25][C:26]([O:28][C:29]([CH3:32])([CH3:31])[CH3:30])=[O:27] |f:1.2|. Reported procedure: 3-Bromocyclohexene (7.06 g) and sodium bicarbonate (3.68 g) were added to a solution of (R)-(+)-2-oxo-3-tert-butoxycarbonylamino-1,3,4,5-tetrahydro-2H-1,5-benzodiazepine (6.08 g) in anhydrous N,N-dimethylformamide (50 ml), and the mixture was stirred at 50° C. for one hour. The reaction mixture was allowed to cool, ice-water was added, and extracted with ethyl acetate. The organic layer was washed with saturated brine, dried over anhydrous sodium sulfate. The solvent was evaporated under reduced... Reactants: COc1ccc(C=Cc2ccc3c(=O)n(-c4ccccn4)ncc3c2)cc1, Cl, CN(C)C=O, O, c1ccncc1. Product: O=c1c2ccc(C=Cc3ccc(O)cc3)cc2cnn1-c1ccccn1. As a reaction SMILES: [CH3:1][O:2][c:3]1[cH:4][cH:5][c:6]([CH:9]=[CH:10][c:11]2[cH:12][c:13]3[cH:14][n:15][n:16](-[c:22]4[n:23][cH:24][cH:25][cH:26][cH:27]4)[c:17](=[O:21])[c:18]3[cH:19][cH:20]2)[cH:7][cH:8]1.[ClH:28].[O:35]=[CH:36][N:37]([CH3:38])[CH3:39].[OH2:40].[n:29]1[cH:30][cH:31][cH:32][cH:33][cH:34]1>>[OH:2][c:3]1[cH:4][cH:5][c:6]([CH:9]=[CH:10][c:11]2[cH:12][c:13]3[cH:14][n:15][n:16](-[c:22]4[n:23][cH:24][cH:25][cH:26][cH:27]4)[c:17](=[O:21])[c:18]3[cH:19][cH:20]2)[cH:7][cH:8]1. Starting materials: ClC(Cl)Cl, O=C(O)Cc1ccccc1NS(=O)(=O)C(F)(F)F, O=S(Cl)Cl. Yields the product O=C(Cl)Cc1ccccc1NS(=O)(=O)C(F)(F)F. As a reaction SMILES: [CH:23]([Cl:24])([Cl:25])[Cl:26].[F:1][C:2]([S:3](=[O:4])(=[O:5])[NH:6][c:7]1[c:8]([CH2:13][C:14](=[O:15])[OH:16])[cH:9][cH:10][cH:11][cH:12]1)([F:17])[F:18].[S:19]([Cl:20])([Cl:21])=[O:22]>>[F:1][C:2]([S:3](=[O:4])(=[O:5])[NH:6][c:7]1[c:8]([CH2:13][C:14](=[O:15])[Cl:21])[cH:9][cH:10][cH:11][cH:12]1)([F:17])[F:18]. Starting materials: CC(CC=C)OC=1C=CC=C2C=CC(=NC12)N (8-(1-methyl-but-3-enyloxy)-quinolin-2-ylamine), solution, B.C1CCOC1 (BH3/THF), solid, [OH-].[Na+] (NaOH). Solvent: OO (H2O2). Product: NC1=NC2=C(C=CC=C2C=C1)OC(CCCO)C (4-((2-aminoquinolin-8-yl)oxy)pentan-1-ol). RXN SMILES: [CH3:1][CH:2]([O:6][C:7]1[CH:8]=[CH:9][CH:10]=[C:11]2[C:16]=1[N:15]=[C:14]([NH2:17])[CH:13]=[CH:12]2)[CH2:3][CH:4]=[CH2:5].B.C1C[O:22]CC1.[OH-].[Na+]>OO>[NH2:17][C:14]1[CH:13]=[CH:12][C:11]2[C:16](=[C:7]([O:6][CH:2]([CH3:1])[CH2:3][CH2:4][CH2:5][OH:22])[CH:8]=[CH:9][CH:10]=2)[N:15]=1 |f:1.2,3.4|. Procedure details: To a 100 mL round bottom flask containing 1.33 g (5.83 mmol) of 8-(1-methyl-but-3-enyloxy)-quinolin-2-ylamine was added 30 mL of a 1M solution of BH3/THF via syringe. Following the addition, the flask was fitted with a reflux condenser and the solution heated to reflux under N2 for 6 h. The reaction mixture was then allowed to cool to room temperature and the volatiles were removed in vacuo. The residue was dissolved in Et2O. Following the addition of 2.25 g (56.2 mmol) of solid NaOH, the mixtur...